The task is: describe an organic reaction: reactants, conditions, products, and yield. This data is from the Open Reaction Database (ORD), a public repository of structured organic reaction records. The reactants are BrC=1C=NC=2N(C1)N=C(C2)C(=O)O (6-bromo-pyrazolo[1,5-a]pyrimidine-2-carboxylic acid), CC1NCCC2=CC=C(C=C12)C=1C=NN(C1)C (1-Methyl-7-(1-methyl-1H-pyrazol-4-yl)-1,2,3,4-tetrahydro-isoquinoline). Yields the product BrC=1C=NC=2N(C1)N=C(C2)C(=O)N2C(C1=CC(=CC=C1CC2)C=2C=NN(C2)C)C ((6-Bromo-pyrazolo[1,5-a]pyrimidin-2-yl)-[1-methyl-7-(1-methyl-1H-pyrazol-4-yl)-3,4-dihydro-1H-isoquinolin-2-yl]-methanone). As a reaction SMILES: [Br:1][C:2]1[CH:3]=[N:4][C:5]2[N:6]([N:8]=[C:9]([C:11]([OH:13])=O)[CH:10]=2)[CH:7]=1.[CH3:14][CH:15]1[C:24]2[C:19](=[CH:20][CH:21]=[C:22]([C:25]3[CH:26]=[N:27][N:28]([CH3:30])[CH:29]=3)[CH:23]=2)[CH2:18][CH2:17][NH:16]1>>[Br:1][C:2]1[CH:3]=[N:4][C:5]2[N:6]([N:8]=[C:9]([C:11]([N:16]3[CH2:17][CH2:18][C:19]4[C:24](=[CH:23][C:22]([C:25]5[CH:26]=[N:27][N:28]([CH3:30])[CH:29]=5)=[CH:21][CH:20]=4)[CH:15]3[CH3:14])=[O:13])[CH:10]=2)[CH:7]=1. Procedure: In close analogy to the procedure described in Example 1, 6-bromo-pyrazolo[1,5-a]pyrimidine-2-carboxylic acid is reacted with 1-Methyl-7-(1-methyl-1H-pyrazol-4-yl)-1,2,3,4-tetrahydro-isoquinoline to provide the title compound in moderate yield. Reaction conditions: time 1 hour. The solvent is CC#N (CH3CN). As a reaction SMILES: [NH2:1][C:2]1[CH:10]=[C:9]2[C:5]([C:6]([CH3:13])([CH3:12])[C:7](=[O:11])[NH:8]2)=[CH:4][CH:3]=1.Cl[C:15]1[C:16]2[CH2:24][N:23]([C:25]3[C:30]([Cl:31])=[CH:29][CH:28]=[CH:27][N:26]=3)[CH2:22][CH2:21][C:17]=2[N:18]=[CH:19][N:20]=1.C([O-])([O-])=O.[Na+].[Na+]>CC#N>[Cl:31][C:30]1[C:25]([N:23]2[CH2:22][CH2:21][C:17]3[N:18]=[CH:19][N:20]=[C:15]([NH:1][C:2]4[CH:10]=[C:9]5[C:5]([C:6]([CH3:13])([CH3:12])[C:7](=[O:11])[NH:8]5)=[CH:4][CH:3]=4)[C:16]=3[CH2:24]2)=[N:26][CH:27]=[CH:28][CH:29]=1 |f:2.3.4|. Starting materials: NC1=CC=C2C(C(NC2=C1)=O)(C)C (6-amino-3,3-dimethylindolin-2-one), ClC=1C2=C(N=CN1)CCN(C2)C2=NC=CC=C2Cl (4-chloro-6-(3-chloropyridin-2-yl)-5,6,7,8-tetrahydropyrido[4,3-d]pyrimidine), C(=O)([O-])[O-].[Na+].[Na+] (Na2CO3). Yields the product ClC=1C(=NC=CC1)N1CC2=C(N=CN=C2NC2=CC=C3C(C(NC3=C2)=O)(C)C)CC1 (6-(6-(3-chloropyridin-2-yl)-5,6,7,8-tetrahydropyrido[4,3-d]pyrimidin-4-ylamino)-3,3-dimethylindolin-2-one). Procedure: A mixture of 6-amino-3,3-dimethylindolin-2-one (156 mg), 4-chloro-6-(3-chloropyridin-2-yl)-5,6,7,8-tetrahydropyrido[4,3-d]pyrimidine (100 mg), and CH3CN (5 mL) was run in a Microwave Reactor at 180° C. for 1 h. After cooling, the mixture was treated with sat. aq. Na2CO3 and extracted with EtOAc (30 mL×3). The combined organic layers were washed with brine, dried (Na2SO4) and concentrated. The residue was purified by column to give an off-white solid (120 mg, 80%). Isolated yield 80.2%.